describe an organic reaction: reactants, conditions, products, and yield From a dataset of the Open Reaction Database (ORD), a public repository of structured organic reaction records. Starting materials: [H-].[Na+] (Sodium hydride), C(C)(=O)NC1=C(C(=C(C(=C1)C)OC)C)Br (4-acetamido-3-bromo-2,6-dimethylanisole), C(C=C)Br (Allyl bromide). Procedure: Sodium hydride (1.1 g, 27 mmol, 60% dispersion in oil) contained in a round-bottom flask fitted with a reflux condenser was washed using dry hexanes, tetrahydrofuran (50 mL) was added, and the suspension was stirred at 0° C. under a nitrogen atmosphere. A solution of 4-acetamido-3-bromo-2,6-dimethylanisole (7.3 g, 27 mmol) dissolved in tetrahydrofuran (50 mL) was added dropwise using a canulla over about 0.5 h. Allyl bromide (4.85 mL, 84.8 mmoI) was added to the cold solution in one portion, and... Conditions: temperature 0 celsius, time 17 hour. Product: C(C=C)N(C(C)=O)C1=C(C(=C(C(=C1)C)OC)C)Br (N-Allyl-4-acetamido-3-bromo-2,6-dimethylanisole). Solvent: hexanes, O1CCCC1 (tetrahydrofuran). As a reaction SMILES: [H-].[Na+].[C:3]([NH:6][C:7]1[CH:12]=[C:11]([CH3:13])[C:10]([O:14][CH3:15])=[C:9]([CH3:16])[C:8]=1[Br:17])(=[O:5])[CH3:4].[CH2:18](Br)[CH:19]=[CH2:20]>O1CCCC1>[CH2:20]([N:6]([C:7]1[CH:12]=[C:11]([CH3:13])[C:10]([O:14][CH3:15])=[C:9]([CH3:16])[C:8]=1[Br:17])[C:3](=[O:5])[CH3:4])[CH:19]=[CH2:18] |f:0.1|. The yield is 85.0%. Reactants: FC1=C(C(=O)C(C(=O)OCC)C(=O)OCC)C=C(C(=C1F)F)F (diethyl 2,3,4,5-tetra-fluorobenzoylmalonate), C1(CC1)N1C=C(C(C2=CC(=C(C(=C12)F)N1CCNCC1)F)=O)C(=O)O (1-cyclopropyl-6,8-difluoro-7-(piperazin-1-yl)-1,4-dihydro-4-oxoquinoline-3-carboxylic acid), C1(CC1)CCl (cyclopropylmethyl chloride), [I-].[K+] (potassium iodide). The solvent is C(C)N(CC)CC (triethylamine). Reaction conditions: temperature 80 celsius. The product is C1(CC1)N1C=C(C(C2=CC(=C(C(=C12)F)N1CCN(CC1)CC1CC1)F)=O)C(=O)O (1-cyclopropyl-7-(4-cyclopropylmethylpiperazin-1-yl)-6,8-difluoro-1,4-dihydro-4-oxoquinoline-3-carboxylic acid). RXN SMILES: F[C:2]1[C:20](F)=[C:19](F)[C:18](F)=CC=1C(C(C(OCC)=O)C(OCC)=O)=O.[CH:24]1([N:27]2[C:36]3[C:31](=[CH:32][C:33]([F:44])=[C:34]([N:38]4[CH2:43][CH2:42][NH:41][CH2:40][CH2:39]4)[C:35]=3[F:37])[C:30](=[O:45])[C:29]([C:46]([OH:48])=[O:47])=[CH:28]2)[CH2:26][CH2:25]1.C1(CCl)CC1.[I-].[K+]>C(N(CC)CC)C>[CH:24]1([N:27]2[C:36]3[C:31](=[CH:32][C:33]([F:44])=[C:34]([N:38]4[CH2:39][CH2:40][N:41]([CH2:18][CH:19]5[CH2:2][CH2:20]5)[CH2:42][CH2:43]4)[C:35]=3[F:37])[C:30](=[O:45])[C:29]([C:46]([OH:48])=[O:47])=[CH:28]2)[CH2:25][CH2:26]1 |f:3.4|. Procedure: A mixture of 3 5 g (0.01 mol) of 1-cyclopropyl-6,8-difluoro-7-(piperazin-1-yl)-1,4-dihydro-4-oxoquinoline-3-carboxylic acid, 2.1 g of triethylamine, 1.8 g of cyclopropylmethyl chloride and 3.3 g of potassium iodide is heated to 80° C. for 6 hours. Thereafter, the mixture is evaporated down in vacuo, 30 ml of water are added, the mixture is adjusted to pH 5 and the precipitate is filtered off under suction, washed with water and methanol and recrystallised from glycol monomethyl ether. 1.8 g of 1... The reactants are CC(C)(C)c1ccc(S(=O)(=O)C2CCNCC2)cc1, C1COCCO1, CCN(C(C)C)C(C)C, Clc1cccnc1Cl. Yields the product CC(C)(C)c1ccc(S(=O)(=O)C2CCN(c3ncccc3Cl)CC2)cc1. RXN SMILES: [C:1]([CH3:2])([CH3:3])([CH3:4])[c:5]1[cH:6][cH:7][c:8]([S:11](=[O:12])(=[O:13])[CH:14]2[CH2:15][CH2:16][NH:17][CH2:18][CH2:19]2)[cH:9][cH:10]1.[CH2:37]1[O:38][CH2:39][CH2:40][O:41][CH2:42]1.[CH:28]([N:29]([CH2:30][CH3:31])[CH:32]([CH3:33])[CH3:34])([CH3:35])[CH3:36].[Cl:20][c:21]1[n:22][cH:23][cH:24][cH:25][c:26]1[Cl:27]>>[C:1]([CH3:2])([CH3:3])([CH3:4])[c:5]1[cH:6][cH:7][c:8]([S:11](=[O:12])(=[O:13])[CH:14]2[CH2:15][CH2:16][N:17]([c:21]3[n:22][cH:23][cH:24][cH:25][c:26]3[Cl:27])[CH2:18][CH2:19]2)[cH:9][cH:10]1. The reactants are Brc1ccncc1, CC(C)(C)OC(=O)N1CCC2(CCNC2)CC1, Cc1ccccc1, Cl, CC(=O)[O-], CC(=O)[O-], [Pd+2], c1ccc(P(c2ccccc2)c2ccc3ccccc3c2-c2c(P(c3ccccc3)c3ccccc3)ccc3ccccc23)cc1. Product: CC(C)(C)OC(=O)N1CCC2(CC1)CCN(c1ccncc1)C2. Reaction SMILES: [Br:64][c:65]1[cH:66][cH:67][n:68][cH:69][cH:70]1.[C:47]([CH3:48])([CH3:49])([CH3:50])[O:51][C:52](=[O:53])[N:54]1[CH2:55][CH2:56][C:57]2([CH2:58][CH2:59][NH:60][CH2:61]2)[CH2:62][CH2:63]1.[CH3:72][c:73]1[cH:74][cH:75][cH:76][cH:77][cH:78]1.[ClH:71].[O-:80][C:81]([CH3:82])=[O:83].[O-:84][C:85]([CH3:86])=[O:87].[Pd+2:79].[cH:1]1[cH:2][cH:3][c:4]([P:5]([c:6]2[cH:7][cH:8][c:9]3[c:10]([cH:11][cH:12][cH:13][cH:14]3)[c:15]2-[c:16]2[c:17]3[c:18]([cH:19][cH:20][cH:21][cH:22]3)[cH:23][cH:24][c:25]2[P:26]([c:27]2[cH:28][cH:29][cH:30][cH:31][cH:32]2)[c:33]2[cH:34][cH:35][cH:36][cH:37][cH:38]2)[c:39]2[cH:40][cH:41][cH:42][cH:43][cH:44]2)[cH:45][cH:46]1>>[C:47]([CH3:48])([CH3:49])([CH3:50])[O:51][C:52](=[O:53])[N:54]1[CH2:55][CH2:56][C:57]2([CH2:58][CH2:59][N:60]([c:65]3[cH:66][cH:67][n:68][cH:69][cH:70]3)[CH2:61]2)[CH2:62][CH2:63]1. Starting materials: P(=O)(Cl)(Cl)Cl (phosphorus oxychloride), COC=1C=C(C=CC1OC)[C@@H]1[C@@H](CCCC1)NC(C1=CC=C(C=C1)NS(=O)(=O)C1=CC=C(C=C1)C)=O ((+/-)-cis-N-[2-(3,4-dimethoxyphenyl)cyclohexyl]-4-p-toluenesulfonamidobenzamide), C(O)([O-])=O.[Na+] (sodium hydrogencarbonate). Solvent: C(C)#N (acetonitrile). The product is COC=1C=C2C(=N[C@H]3CCCC[C@H]3C2=CC1OC)C1=CC=C(C=C1)NS(=O)(=O)C1=CC=C(C=C1)C ((+/-)-cis-8,9-Dimethoxy-6-(4-p-toluenesulfonamidophenyl)-1,2,3,4,4a,10b-hexahydrophenanthridine). As a reaction SMILES: [CH3:1][O:2][C:3]1[CH:4]=[C:5]([C@H:11]2[CH2:16][CH2:15][CH2:14][CH2:13][C@H:12]2[NH:17][C:18](=O)[C:19]2[CH:24]=[CH:23][C:22]([NH:25][S:26]([C:29]3[CH:34]=[CH:33][C:32]([CH3:35])=[CH:31][CH:30]=3)(=[O:28])=[O:27])=[CH:21][CH:20]=2)[CH:6]=[CH:7][C:8]=1[O:9][CH3:10].P(Cl)(Cl)(Cl)=O.C(=O)([O-])O.[Na+]>C(#N)C>[CH3:10][O:9][C:8]1[CH:7]=[C:6]2[C:5](=[CH:4][C:3]=1[O:2][CH3:1])[C@H:11]1[C@H:12]([CH2:13][CH2:14][CH2:15][CH2:16]1)[N:17]=[C:18]2[C:19]1[CH:20]=[CH:21][C:22]([NH:25][S:26]([C:29]2[CH:30]=[CH:31][C:32]([CH3:35])=[CH:33][CH:34]=2)(=[O:27])=[O:28])=[CH:23][CH:24]=1 |f:2.3|. Reported procedure: 3.5 g of (+/-)-cis-N-[2-(3,4-dimethoxyphenyl)cyclohexyl]-4-p-toluenesulfonamidobenzamide are dissolved in 100 ml of acetonitrile and 1.0 ml of phosphorus oxychloride and the solution is stirred at 50° C. for 8 h. The reaction mixture is added to 100 ml of saturated sodium hydrogencarbonate solution and extracted with ethyl acetate. The organic phase is washed with sodium hydrogencarbonate solution and water, dried using sodium sulfate and concentrated. The residue is recrystallized from ethanol.... Starting materials: O=C([O-])[O-], CN(C)C(N)=O, [Cs+], [Cs+], C1COCCO1, O=C(C=Cc1ccccc1)C=Cc1ccccc1, O=C(C=Cc1ccccc1)C=Cc1ccccc1, O=C(C=Cc1ccccc1)C=Cc1ccccc1, [Pd], [Pd], CCn1c(=O)c(-c2cc(NC(=O)Nc3csc4ccccc34)c(F)cc2C)cc2cnc(Cl)cc21. The product is CCn1c(=O)c(-c2cc(NC(=O)Nc3csc4ccccc34)c(F)cc2C)cc2cnc(NC(=O)N(C)C)cc21. As a reaction SMILES: [C:36](=[O:37])([O-:38])[O-:39].[CH3:42][N:43]([C:44](=[O:45])[NH2:46])[CH3:47].[Cs+:40].[Cs+:41].[O:48]1[CH2:49][CH2:50][O:51][CH2:52][CH2:53]1.[O:56]=[C:57]([CH:58]=[CH:59][c:60]1[cH:61][cH:62][cH:63][cH:64][cH:65]1)[CH:66]=[CH:67][c:68]1[cH:69][cH:70][cH:71][cH:72][cH:73]1.[O:74]=[C:75]([CH:76]=[CH:77][c:78]1[cH:79][cH:80][cH:81][cH:82][cH:83]1)[CH:84]=[CH:85][c:86]1[cH:87][cH:88][cH:89][cH:90][cH:91]1.[O:92]=[C:93]([CH:94]=[CH:95][c:96]1[cH:97][cH:98][cH:99][cH:100][cH:101]1)[CH:102]=[CH:103][c:104]1[cH:105][cH:106][cH:107][cH:108][cH:109]1.[Pd:54].[Pd:55].[s:1]1[c:2]2[c:3]([c:4]([NH:6][C:7](=[O:8])[NH:9][c:10]3[c:11]([F:31])[cH:12][c:13]([CH3:30])[c:14](-[c:16]4[c:17](=[O:29])[n:18]([CH2:27][CH3:28])[c:19]5[cH:20][c:21]([Cl:26])[n:22][cH:23][c:24]5[cH:25]4)[cH:15]3)[cH:5]1)[cH:32][cH:33][cH:34][cH:35]2>>[s:1]1[c:2]2[c:3]([c:4]([NH:6][C:7](=[O:8])[NH:9][c:10]3[c:11]([F:31])[cH:12][c:13]([CH3:30])[c:14](-[c:16]4[c:17](=[O:29])[n:18]([CH2:27][CH3:28])[c:19]5[cH:20][c:21]([NH:46][C:44]([N:43]([CH3:42])[CH3:47])=[O:45])[n:22][cH:23][c:24]5[cH:25]4)[cH:15]3)[cH:5]1)[cH:32][cH:33][cH:34][cH:35]2. Reactants: N1CCOCC1 (morpholine), C(Cl)C1CO1 (epichlorohydrin). Solvent: C(C)O (ethanol). Run at temperature 70 celsius, time 8 hour. Product: ClCC(CN1CCOCC1)O (1-chloro-3-morpholin-4-yl-propan-2-ol). Isolated yield 37.1%. Reaction SMILES: [NH:1]1[CH2:6][CH2:5][O:4][CH2:3][CH2:2]1.[CH2:7]([CH:9]1[O:11][CH2:10]1)[Cl:8]>C(O)C>[Cl:8][CH2:7][CH:9]([OH:11])[CH2:10][N:1]1[CH2:6][CH2:5][O:4][CH2:3][CH2:2]1. Procedure details: A mixture of morpholine (2.6 mL, 30 mmol) and epichlorohydrin (2.35 ml, 30 mmol) in ethanol (50 mL) was stirred at 70° C. overnight. After removing the solvent, the residue was diluted with methylene chloride (50 mL). The clear solid precipitated was collected by vacuum filtration to give 1-chloro-3-morpholin-4-yl-propan-2-ol (2.0 g, 37%). 1H NMR (DMSO-d6) δ 3.49 (t, J=4.8 Hz, 2H), 3.60 (t, J=4.6 Hz, 2H), 3.75 (m, 4H, 2×CH2), 4.20 (dd, J=5.2, 12 Hz, 2H), 4.54 (m, 2H), 4.62 (m, 1H, CH), 6.64 (d, ... The reactants are [NH4+].[OH-] (NH4OH), C(=NC(=S)N)(N)N (2-imino-4-thiobiuret), CCO (EtOH), BrCC(C(=O)OCC)=O (ethyl bromopyruvate), BrCC(C(=O)OCC)=O (ethyl bromopyruvate). Run at temperature 10 celsius. The product is N(C(=N)N)C=1SC=C(N1)CCC(=O)O (2-guanidino-4-carboxyethylthiazole). Reaction SMILES: [C:1]([NH2:7])([NH2:6])=[N:2][C:3]([NH2:5])=[S:4].Br[CH2:9][C:10](=O)[C:11]([O:13]CC)=[O:12].[NH4+].[OH-].[CH3:19][CH2:20]O>>[NH:2]([C:3]1[S:4][CH:19]=[C:20]([CH2:9][CH2:10][C:11]([OH:13])=[O:12])[N:5]=1)[C:1]([NH2:7])=[NH:6] |f:2.3|. Procedure: To 2-imino-4-thiobiuret (11.1 g, 0.094 mole) (Aldrich) in absolute EtOH (100 mL) and at reflux was added ethyl bromopyruvate (20.0 g, 0.102 mole) (Aldrich) portionwise. The solution was stirred at reflux for 2 hours. Additional ethyl bromopyruvate (2.0 g) was added and the reaction continued at reflux for 2 more hours. The reaction was cooled to 10° C. and concentrated NH4OH was added until pH=10. The resulting precipitate was filtered, washed with ether and dried to yield 2-guanidino-4-carboxye... Starting materials: Brc1cccc2cnccc12, O, O=S(=O)(O)O. The product is O=S(=O)(O)c1ccc(Br)c2ccncc12. As a reaction SMILES: [Br:6][c:7]1[c:8]2[cH:9][cH:10][n:11][cH:12][c:13]2[cH:14][cH:15][cH:16]1.[OH2:17].[S:1]([OH:2])([OH:3])(=[O:4])=[O:5]>>[S:1](=[O:2])([OH:3])(=[O:5])[c:14]1[c:13]2[c:8]([c:7]([Br:6])[cH:16][cH:15]1)[cH:9][cH:10][n:11][cH:12]2. Starting materials: CC(=O)[O-], CC(=O)[O-], CC1(C)OC(=O)C(=Cc2ccccc2)C(=O)O1, ClCCl, [Cu+2], O, O, C#Cc1ccccc1. The product is CC1(C)OC(=O)C(C(C#Cc2ccccc2)c2ccccc2)C(=O)O1. As a reaction SMILES: [C:31]([O-:32])(=[O:33])[CH3:34].[C:36]([O-:37])(=[O:38])[CH3:39].[CH:9]([c:10]1[cH:11][cH:12][cH:13][cH:14][cH:15]1)=[C:16]1[C:17](=[O:25])[O:18][C:19]([CH3:23])([CH3:24])[O:20][C:21]1=[O:22].[Cl:27][CH2:28][Cl:29].[Cu+2:35].[OH2:26].[OH2:30].[c:1]1([C:7]#[CH:8])[cH:2][cH:3][cH:4][cH:5][cH:6]1>>[c:1]1([C:7]#[C:8][CH:9]([c:10]2[cH:11][cH:12][cH:13][cH:14][cH:15]2)[CH:16]2[C:17](=[O:25])[O:18][C:19]([CH3:23])([CH3:24])[O:20][C:21]2=[O:22])[cH:2][cH:3][cH:4][cH:5][cH:6]1.